Dataset: the Open Reaction Database (ORD), a public repository of structured organic reaction records. Task: describe an organic reaction: reactants, conditions, products, and yield Starting materials: C(#N)N=C(NC1CCCC2=CC=CC=C12)SC (N'-cyano-N-(1,2,3,4-tetrahydro-1-naphthyl)-S-methylisothiourea), C1(CC1)N (cyclopropylamine). Solvent: C(C)O (ethanol). Run at time 120 hour. The product is C(#N)N=C(NC1CC1)NC1CCCC2=CC=CC=C12 (N"-cyano-N-cyclopropyl-N'-(1,2,3,4-tetrahydro-1-naphthyl)guanidine). As a reaction SMILES: [C:1]([N:3]=[C:4](SC)[NH:5][CH:6]1[C:15]2[C:10](=[CH:11][CH:12]=[CH:13][CH:14]=2)[CH2:9][CH2:8][CH2:7]1)#[N:2].[CH:18]1([NH2:21])[CH2:20][CH2:19]1>C(O)C>[C:1]([N:3]=[C:4]([NH:5][CH:6]1[C:15]2[C:10](=[CH:11][CH:12]=[CH:13][CH:14]=2)[CH2:9][CH2:8][CH2:7]1)[NH:21][CH:18]1[CH2:20][CH2:19]1)#[N:2]. Procedure: A solution of 24.6 g of N'-cyano-N-(1,2,3,4-tetrahydro-1-naphthyl)-S-methylisothiourea and 25.0 g of cyclopropylamine in 250 ml of ethanol was heated at reflux with stirring for ca. 120 hours. The solvent was then removed by evaporation in vacuo. The residual oil was dissolved in a mixture of hot isopropyl acetate and ethanol, and the solution was allowed to stand in the refrigerator overnight to give the partially-purified product as a white, crystalline solid. A further quantity of the crude p... Reactants: C(C)(C)(C)C=1C=C(C=C(C1)C(C)(C)C)C1=CC=C(C=C1)/C=C/COC1=CC=C(C=C1)C[C@@H](C(=O)OCC)OCC ((E)-(S)-Ethyl 3-{4-[3-(3′,5′-di-tert-butyl-biphenyl-4-yl)-allyloxy]-phenyl}-2-ethoxy-propionate), [OH-].[Na+] (sodium hydroxide). Yields the product C(C)(C)(C)C=1C=C(C=C(C1)C(C)(C)C)C1=CC=C(C=C1)/C=C/COC1=CC=C(C=C1)C[C@@H](C(=O)O)OCC ((E)-(S)-3-{4-[3-(3′,5′-di-tert-butyl-biphenyl-4-yl)-allyloxy]-phenyl}-2-ethoxy-propionic acid). Isolated yield 89.4%. As a reaction SMILES: [C:1]([C:5]1[CH:6]=[C:7]([C:15]2[CH:20]=[CH:19][C:18](/[CH:21]=[CH:22]/[CH2:23][O:24][C:25]3[CH:30]=[CH:29][C:28]([CH2:31][C@H:32]([O:38][CH2:39][CH3:40])[C:33]([O:35]CC)=[O:34])=[CH:27][CH:26]=3)=[CH:17][CH:16]=2)[CH:8]=[C:9]([C:11]([CH3:14])([CH3:13])[CH3:12])[CH:10]=1)([CH3:4])([CH3:3])[CH3:2].[OH-].[Na+]>>[C:1]([C:5]1[CH:6]=[C:7]([C:15]2[CH:20]=[CH:19][C:18](/[CH:21]=[CH:22]/[CH2:23][O:24][C:25]3[CH:26]=[CH:27][C:28]([CH2:31][C@H:32]([O:38][CH2:39][CH3:40])[C:33]([OH:35])=[O:34])=[CH:29][CH:30]=3)=[CH:17][CH:16]=2)[CH:8]=[C:9]([C:11]([CH3:13])([CH3:14])[CH3:12])[CH:10]=1)([CH3:2])([CH3:3])[CH3:4] |f:1.2|. Procedure: The title compound was prepared from (E)-(S)-ethyl 3-{4-[3-(3′,5′-di-tert-butyl-biphenyl-4-yl)-allyloxy]-phenyl}-2-ethoxy-propionate (example 129) (110 mg, 0.20 mmol) and sodium hydroxide (1M, 0.8 ml, 0.8 mmol) by a procedure analogous to that described in example 51, yielding ((E)-(S)-3-{4-[3-(3′,5′-di-tert-butyl-biphenyl-4-yl)-allyloxy]-phenyl}-2-ethoxy-propionic acid (92 mg, 88%) as a colourless solid.